From a dataset of the Open Reaction Database (ORD), a public repository of structured organic reaction records. describe an organic reaction: reactants, conditions, products, and yield Reactants: C(=O)([O-])C(O)C(O)C(=O)[O-].[K+].[Na+] (sodium potassium tartrate), ClC1=C(C=CC=C1)C1=CC(=CC(=C1)C(=O)OC)C(=O)OC (Dimethyl 2′-chlorobiphenyl-3,5-dicarboxylate), solution, [H-].[Al+3].[Li+].[H-].[H-].[H-] (lithium aluminum hydride). Run in C1CCOC1 (THF), C1CCOC1 (THF). Reaction conditions: time 1 hour. Product: ClC1=C(C=CC=C1)C1=CC(=CC(=C1)CO)C(=O)OC (Methyl 2′-chloro-5-(hydroxymethyl)biphenyl-3-carboxylate). As a reaction SMILES: [Cl:1][C:2]1[CH:7]=[CH:6][CH:5]=[CH:4][C:3]=1[C:8]1[CH:13]=[C:12]([C:14](OC)=[O:15])[CH:11]=[C:10]([C:18]([O:20][CH3:21])=[O:19])[CH:9]=1.[H-].[Al+3].[Li+].[H-].[H-].[H-].C(C(C(C([O-])=O)O)O)([O-])=O.[K+].[Na+]>C1COCC1>[Cl:1][C:2]1[CH:7]=[CH:6][CH:5]=[CH:4][C:3]=1[C:8]1[CH:13]=[C:12]([CH2:14][OH:15])[CH:11]=[C:10]([C:18]([O:20][CH3:21])=[O:19])[CH:9]=1 |f:1.2.3.4.5.6,7.8.9|. Procedure: 305 mg (1.00 mmol) of the compound from Example 110A were dissolved in 6 ml of THF, and 0.5 ml (0.50 mmol) of a 1 M solution of lithium aluminum hydride in THF was added at −10° C. The reaction mixture was then stirred at RT for 1 h. For work-up, 3 ml of saturated aqueous sodium potassium tartrate solution were added at RT, and the mixture was extracted with 15 ml of ethyl acetate. The organic phase was washed once with 10 ml of saturated sodium potassium tartrate solution, dried over magnesium ...